This data is from the Open Reaction Database (ORD), a public repository of structured organic reaction records. The task is: describe an organic reaction: reactants, conditions, products, and yield The reactants are N(C(=N)N)C=1SC=C(N1)C(CBr)(OCC)OCC (2-guanidino-4-(2-bromo-1,1-diethoxyethyl)thiazole). Solvent: Br (hydrobromic acid). Conditions: time 15 hour. The product is Br.BrCC(=O)C=1N=C(SC1)NC(=N)N (2-bromo-1-(2 -guanidino-4-thiazolyl)ethanone hydrobromide). Isolated yield 209.7%. As a reaction SMILES: [NH:1]([C:5]1[S:6][CH:7]=[C:8]([C:10](OCC)([O:13]CC)[CH2:11][Br:12])[N:9]=1)[C:2]([NH2:4])=[NH:3]>Br>[BrH:12].[Br:12][CH2:11][C:10]([C:8]1[N:9]=[C:5]([NH:1][C:2]([NH2:4])=[NH:3])[S:6][CH:7]=1)=[O:13] |f:2.3|. Procedure: A mixture of 9.5 g (28 mmol) of 2-guanidino-4-(2-bromo-1,1-diethoxyethyl)thiazole in 50 ml of 48% hydrobromic acid was stirred at room temperature for 15 hours The mixture was evaporated to complete dryness to afford 10.1 g (100%) of 2-bromo-1-(2 -guanidino-4-thiazolyl)ethanone hydrobromide mp 247° (dec). This material could be converted to the free base by triturating with saturated sodium bicarbonate, stirring for 15 minutes, filtering the solid, and drying it under vacuum. In this way, 3.0 g ...